This data is from the Open Reaction Database (ORD), a public repository of structured organic reaction records. The task is: describe an organic reaction: reactants, conditions, products, and yield Reactants: ClC=1C=C(C(=O)O)C=CC1C(NC1=CC(=C(C=C1)Cl)C1=NC=CC=C1)=O (3-chloro-4-(4-chloro-3-(pyridin-2-yl)phenylcarbamoyl)benzoic acid), N[C@H](CO)C1=CC=CC=C1 ((S)-2-amino-2-phenylethanol). The product is ClC1=C(C(=O)NC2=CC(=C(C=C2)Cl)C2=NC=CC=C2)C=CC(=C1)C(=O)N[C@H](CO)C1=CC=CC=C1 ((S)-2-chloro-N1-(4-chloro-3-(pyridin-2-yl)phenyl)-N4-(2-hydroxy-1-phenylethyl)terephthalamide). Reaction SMILES: [Cl:1][C:2]1[CH:3]=[C:4]([CH:8]=[CH:9][C:10]=1[C:11](=[O:26])[NH:12][C:13]1[CH:18]=[CH:17][C:16]([Cl:19])=[C:15]([C:20]2[CH:25]=[CH:24][CH:23]=[CH:22][N:21]=2)[CH:14]=1)[C:5]([OH:7])=O.[NH2:27][C@@H:28]([C:31]1[CH:36]=[CH:35][CH:34]=[CH:33][CH:32]=1)[CH2:29][OH:30]>>[Cl:1][C:2]1[CH:3]=[C:4]([C:5]([NH:27][C@@H:28]([C:31]2[CH:36]=[CH:35][CH:34]=[CH:33][CH:32]=2)[CH2:29][OH:30])=[O:7])[CH:8]=[CH:9][C:10]=1[C:11]([NH:12][C:13]1[CH:18]=[CH:17][C:16]([Cl:19])=[C:15]([C:20]2[CH:25]=[CH:24][CH:23]=[CH:22][N:21]=2)[CH:14]=1)=[O:26]. Procedure: 62 mg of 3-chloro-4-(4-chloro-3-(pyridin-2-yl)phenylcarbamoyl)benzoic acid was coupled to (S)-2-amino-2-phenylethanol via Procedure G. The crude product was purified on reverse phase HPLC to yield (S)-2-chloro-N1-(4-chloro-3-(pyridin-2-yl)phenyl)-N4-(2-hydroxy-1-phenylethyl)terephthalamide. MS (Q1) 506 (M)+. Reactants: COC(=O)c1ccc(-c2cccnc2OC)c(C)c1, CCO, [Na+], [OH-], O. Product: COc1ncccc1-c1ccc(C(=O)O)cc1C. RXN SMILES: [CH3:1][O:2][c:3]1[n:4][cH:5][cH:6][cH:7][c:8]1-[c:9]1[c:10]([CH3:19])[cH:11][c:12]([C:13](=[O:14])[O:15][CH3:16])[cH:17][cH:18]1.[CH3:22][CH2:23][OH:24].[Na+:21].[OH-:20].[OH2:25]>>[CH3:1][O:2][c:3]1[n:4][cH:5][cH:6][cH:7][c:8]1-[c:9]1[c:10]([CH3:19])[cH:11][c:12]([C:13](=[O:14])[OH:15])[cH:17][cH:18]1. Starting materials: 11, Cl.FC(C1=CC(=CC2=CC=CC=C12)C(O)C1CCNCC1)(F)F (α-(4-trifluoromethyl-2-naphthyl)-4-piperidinemethanol hydrochloride). The reagents and catalysts are [O-2].[O-2].[O-2].[Cr+6] (chromium trioxide). The solvent is C(C)(=O)O (acetic acid), O (water), C(C)(=O)O (acetic acid), S(O)(O)(=O)=O (sulfuric acid), O (water). Run at time 0.5 hour. The product is Cl.N1CCC(CC1)C(=O)C1=CC2=CC=CC=C2C(=C1)C(F)(F)F (4-trifluoromethyl-2-naphthyl 4-piperidyl ketone hydrochloride). As a reaction SMILES: [ClH:1].[F:2][C:3]([F:23])([F:22])[C:4]1[C:13]2[C:8](=[CH:9][CH:10]=[CH:11][CH:12]=2)[CH:7]=[C:6]([CH:14]([CH:16]2[CH2:21][CH2:20][NH:19][CH2:18][CH2:17]2)[OH:15])[CH:5]=1>C(O)(=O)C.S(=O)(=O)(O)O.O.[O-2].[O-2].[O-2].[Cr+6]>[ClH:1].[NH:19]1[CH2:20][CH2:21][CH:16]([C:14]([C:6]2[CH:5]=[C:4]([C:3]([F:2])([F:22])[F:23])[C:13]3[C:8](=[CH:9][CH:10]=[CH:11][CH:12]=3)[CH:7]=2)=[O:15])[CH2:17][CH2:18]1 |f:0.1,5.6.7.8,9.10|. Procedure: A chilled, stirred solution of 124 g (0.4 mole) of α-(4-trifluoromethyl-2-naphthyl)-4-piperidinemethanol hydrochloride in 600 ml of acetic acid, 40 ml of 25% sulfuric acid and 72 ml of water is added with stirring to 26.5 g (0.27 mole) of chromium trioxide in 30 ml of acetic acid over a period of 11/2 hours, during which time an additional 20 ml of water is added. The mixture is stirred for 1/2 hour at a temperature of less than 9° C. The solvent is removed under vacuum and the residue treated w...